From a dataset of the Open Reaction Database (ORD), a public repository of structured organic reaction records. describe an organic reaction: reactants, conditions, products, and yield Starting materials: BrC1=CC(=C2C=NC(=NC2=C1)N)F (7-Bromo-5-fluoro-quinazolin-2-amine), CO (MeOH), F[B-](F)(F)F.F[B-](F)(F)F.C1(CCCCC1)P(CCCP(C1CCCCC1)C1CCCCC1)C1CCCCC1 (1,3-bis(dicyclohexylphosphino)propane bis(tetrafluoroborate)), C(=O)([O-])[O-].[K+].[K+] (K2CO3). Reagents/catalysts: CC(=O)[O-].CC(=O)[O-].[Pd+2] (Pd(OAc)2). Solvent: CN(C)C=O (DMF). Run at temperature 100 celsius. Yields the product NC1=NC2=CC(=CC(=C2C=N1)F)C(=O)OC (methyl 2-amino-5-fluoroquinazoline-7-carboxylate). Isolated yield 58.7%. Reaction SMILES: Br[C:2]1[CH:11]=[C:10]2[C:5]([CH:6]=[N:7][C:8]([NH2:12])=[N:9]2)=[C:4]([F:13])[CH:3]=1.F[B-](F)(F)F.F[B-](F)(F)F.C1(P(C2CCCCC2)CCCP(C2CCCCC2)C2CCCCC2)CCCCC1.[C:53]([O-:56])([O-])=[O:54].[K+].[K+].[CH3:59]O>CN(C=O)C.CC([O-])=O.CC([O-])=O.[Pd+2]>[NH2:12][C:8]1[N:7]=[CH:6][C:5]2[C:10](=[CH:11][C:2]([C:53]([O:56][CH3:59])=[O:54])=[CH:3][C:4]=2[F:13])[N:9]=1 |f:1.2.3,4.5.6,9.10.11|. Procedure details: 7-Bromo-5-fluoro-quinazolin-2-amine (8.02 g, 33.1 mmol, 1.00 equiv), Pd(OAc)2 (750 mg, 3.34 mmol, 0.10 equiv), 1,3-bis(dicyclohexylphosphino)propane bis(tetrafluoroborate) (2.04 g, 3.22 mmol, 0.10 equiv) and K2CO3 (9.27 g, 66.4 mmol, 2.00 equiv) were suspended together in DMF (100 ml) under nitrogen and treated with anhydrous MeOH (13.5 mL, 333 mmol, 10 equiv). The flask was thoroughly flushed with carbon monoxide, and then heated to 100° C. with a continuous flow of carbon monoxide, which was s... Starting materials: CN(C1=CC=C(C2=CC=CC=C12)C(O)C1=C(N=CN1C(C1=CC=CC=C1)(C1=CC=CC=C1)C1=CC=CC=C1)C)C ((4-(dimethylamino)naphthalen-1-yl)(4-methyl-1-trityl-1H-imidazol-5-yl)methanol), C(C)[SiH](CC)CC (triethylsilane). Solvent: C(=O)(C(F)(F)F)O (TFA). Run at time 8 hour. The product is CN(C1=CC=C(C2=CC=CC=C12)CC=1N=CNC1C)C (N,N-Dimethyl-4-((5-methyl-1H-imidazol-4-yl)methyl)naphthalen-1-amine), CN(C1=CC=C(C2=CC=CC=C12)C(O)C=1N=CNC1C)C ((4-(dimethylamino)naphthalen-1-yl)(5-methyl-1H-imidazol-4-yl)methanol). The yield is 25.0%. RXN SMILES: [CH3:1][N:2]([CH3:40])[C:3]1[C:12]2[C:7](=[CH:8][CH:9]=[CH:10][CH:11]=2)[C:6]([CH:13]([C:15]2[N:19](C(C3C=CC=CC=3)(C3C=CC=CC=3)C3C=CC=CC=3)[CH:18]=[N:17][C:16]=2[CH3:39])[OH:14])=[CH:5][CH:4]=1.C([SiH](CC)CC)C>C(O)(C(F)(F)F)=O>[CH3:40][N:2]([CH3:1])[C:3]1[C:12]2[C:7](=[CH:8][CH:9]=[CH:10][CH:11]=2)[C:6]([CH2:13][C:15]2[N:19]=[CH:18][NH:17][C:16]=2[CH3:39])=[CH:5][CH:4]=1.[CH3:1][N:2]([CH3:40])[C:3]1[C:12]2[C:7](=[CH:8][CH:9]=[CH:10][CH:11]=2)[C:6]([CH:13]([C:15]2[N:19]=[CH:18][NH:17][C:16]=2[CH3:39])[OH:14])=[CH:5][CH:4]=1. Procedure: A solution of (4) (3.35 g, 6.40 mmol) in TFA (30 mL) was added triethylsilane (6 mL, 38.4 mmol). The reaction mixture was stirred at room temperature overnight. TFA was removed under vacuum. The residue was basified with 2 M sodium hydroxide to pH>7. The aqueous layer was extracted three times with chloroform/isopropanol (3:1200 mL). The pooled organic layers were dried over magnesium sulfate. The mixture was filtered and the solvents were removed under vacuum. The residue was purified by chroma... Starting materials: ClC=1C(=NC=NC1Cl)N (5,6-dichloropyrimidin-4-amine), NCC1CCN(CC1)C(=O)OC(C)(C)C (tert-butyl 4-(aminomethyl)piperidine-1-carboxylate), O(C1=CC=CC=C1)C1=NC=C(C=C1)B1OC(C(O1)(C)C)(C)C (2-phenoxy-5-(4,4,5,5-tetramethyl-1,3,2-dioxaborolan-2-yl)pyridine), C(C=C)(=O)Cl (acryloyl chloride). The product is NC1=C(C(=NC=N1)NCC1CCN(CC1)C(C=C)=O)C=1C=NC(=CC1)OC1=CC=CC=C1 (1-(4-(((6-amino-5-(6-phenoxypyridin-3-yl)pyrimidin-4-yl)amino)methyl)piperidin-1-yl)prop-2-en-1-one). Reaction SMILES: Cl[C:2]1[C:3]([NH2:9])=[N:4][CH:5]=[N:6][C:7]=1Cl.[NH2:10][CH2:11][CH:12]1[CH2:17][CH2:16][N:15]([C:18]([O:20]C(C)(C)C)=O)[CH2:14][CH2:13]1.[O:25]([C:32]1[CH:37]=[CH:36][C:35](B2OC(C)(C)C(C)(C)O2)=[CH:34][N:33]=1)[C:26]1[CH:31]=[CH:30][CH:29]=[CH:28][CH:27]=1.[C:47](Cl)(=O)[CH:48]=C>>[NH2:9][C:3]1[N:4]=[CH:5][N:6]=[C:7]([NH:10][CH2:11][CH:12]2[CH2:13][CH2:14][N:15]([C:18](=[O:20])[CH:47]=[CH2:48])[CH2:16][CH2:17]2)[C:2]=1[C:35]1[CH:34]=[N:33][C:32]([O:25][C:26]2[CH:31]=[CH:30][CH:29]=[CH:28][CH:27]=2)=[CH:37][CH:36]=1. Reported procedure: 1-(4-(((6-amino-5-(6-phenoxypyridin-3-yl)pyrimidin-4-yl)amino)methyl)piperidin-1-yl)prop-2-en-1-one was prepared from 5,6-dichloropyrimidin-4-amine, tert-butyl 4-(aminomethyl)piperidine-1-carboxylate, 2-phenoxy-5-(4,4,5,5-tetramethyl-1,3,2-dioxaborolan-2-yl)pyridine, and acryloyl chloride using methods B, C, D, and F. HPLC: 100%. MS: m/z=431 [M+H]+. Starting materials: C(CCCCCCCCCCCC)OC=1C=NC(=NC1)C1=CC=C(C=C1)CCCCCC (5-tridecyloxy-2-(4-hexylphenyl)pyrimidine), C(CCCCCCCCCCCC)OC=1C=NC(=NC1)C1=CC=C(C=C1)CCCCCCCCCCC.C(CCCCCCCCCCCC)OC=1C=NC(=NC1)C1=CC=C(C=C1)CCCCCCCCCC (5-tridecyloxy-2-(4-decylphenyl)pyrimidine 5-tridecyloxy-2-(4-undecylphenyl)pyrimidine). Product: C(CCCCCCCCCCCC)OC=1C=NC(=NC1)C1=CC=C(C=C1)CCCCC (5-tridecyloxy-2-(4-pentylphenyl)pyrimidine). RXN SMILES: [CH2:1]([O:14][C:15]1[CH:16]=[N:17][C:18]([C:21]2[CH:26]=[CH:25][C:24]([CH2:27][CH2:28][CH2:29][CH2:30][CH2:31]C)=[CH:23][CH:22]=2)=[N:19][CH:20]=1)[CH2:2][CH2:3][CH2:4][CH2:5][CH2:6][CH2:7][CH2:8][CH2:9][CH2:10][CH2:11][CH2:12][CH3:13].C(OC1C=NC(C2C=CC(CCCCCCCCCCC)=CC=2)=NC=1)CCCCCCCCCCCC.C(OC1C=NC(C2C=CC(CCCCCCCCCC)=CC=2)=NC=1)CCCCCCCCCCCC>>[CH2:1]([O:14][C:15]1[CH:20]=[N:19][C:18]([C:21]2[CH:26]=[CH:25][C:24]([CH2:27][CH2:28][CH2:29][CH2:30][CH3:31])=[CH:23][CH:22]=2)=[N:17][CH:16]=1)[CH2:2][CH2:3][CH2:4][CH2:5][CH2:6][CH2:7][CH2:8][CH2:9][CH2:10][CH2:11][CH2:12][CH3:13] |f:1.2|. Procedure: 5-tridecyloxy-2-(4-hexylphenyl)pyrimidine ##STR35## 5-tridecyloxy-2-(4-heptylphenyl)pyrimidine 5-tridecyloxy-2-(4-octylphenyl)pyrimidine ##STR36## 5-tridecyloxy-2-(4-nonylphenyl)pyrimidine ##STR37## 5-tridecyloxy-2-(4-decylphenyl)pyrimidine 5-tridecyloxy-2-(4-undecylphenyl)pyrimidine Starting materials: ClC=1C(=NC=CC1)[N+](=O)[O-] (3-chloro-2-nitropyridine), C1(=CC=CC=C1)NC(C)=O (N-phenylacetamide). Yields the product CC=1N(C=2C(=NC=CC2)N1)C1=CC=CC=C1 (2-Methyl-1-phenyl-1H-imidazo[4,5-b]pyridine). Yield: 43.2%. RXN SMILES: Cl[C:2]1[C:3]([N+:8]([O-])=O)=[N:4][CH:5]=[CH:6][CH:7]=1.[C:11]1([NH:17][C:18](=O)[CH3:19])[CH:16]=[CH:15][CH:14]=[CH:13][CH:12]=1>>[CH3:19][C:18]1[N:17]([C:11]2[CH:16]=[CH:15][CH:14]=[CH:13][CH:12]=2)[C:2]2[C:3]([N:8]=1)=[N:4][CH:5]=[CH:6][CH:7]=2. Procedure: Method A applied to 3-chloro-2-nitropyridine (79 mg) and N-phenylacetamide (81 mg, 0.6 mmol) afforded the title compound as brown viscous oil (45 mg, 43% yield). 1H NMR (DMSO) δ 2.54 (s, 3H), 7.35-7.68 (m, 6H), 7.77 (d, J=8.8Hz, 1H), 8.58 (br s, 1H); 13C NMR δ 14.0, 118.9, 120.1, 126.8, 128.5, 129.6, 130.1, 133.9, 143.0, 151.6, 156.7. HRMS (FAB): cal. for C13H12N3 [M+H+]: 210.1031; found: 210.1026.